From a dataset of the Open Reaction Database (ORD), a public repository of structured organic reaction records. describe an organic reaction: reactants, conditions, products, and yield Reactants: [B-](F)(F)(F)F.n1(c[n+](cc1)C)CC, C1CN(C[C@H]([C@H]1F)OS(=O)(=O)C)C(=O)OCc1ccccc1. Reagents/catalysts: C1COCCOCCOCCOCCOCCO1   (18-Crown-6), c1ccc(cc1)-c2c3ccccc3cc4ccccc24 (9-Phenylanthracene). Run in CC(=O)N(C)C (DMAc). Run at temperature 100 celsius, time 18 hour. Yields the product F[C@H]1CCN(C[C@@H]1C#N)C(=O)OCc2ccccc2. As a reaction SMILES: C[CH2:1][n:2]1c[n+](C)cc1.F[B-](F)(F)F.CS(O[C@H:3]1[C@@H:8]([F:9])[CH2:7][CH2:6][N:5]([C:10]([O:12][CH2:13][c:14]2[cH:19][cH:18][cH:17][cH:16][cH:15]2)=[O:11])[CH2:4]1)(=O)=O>>[F:9][C@@H:8]1[C@@H:3]([C:1]#[N:2])[CH2:4][N:5]([C:10]([O:12][CH2:13][c:14]2[cH:19][cH:18][cH:17][cH:16][cH:15]2)=[O:11])[CH2:6][CH2:7]1. Reactants: OC1=C2CCC(NC2=CC=C1)=O (5-hydroxy-3,4-dihydrocarbostyril), C(Cl)(Cl)Cl (chloroform), S(=O)(=O)(Cl)Cl (sulfuryl chloride), ice water. Run in C(C)(=O)O (acetic acid). Yields the product OC1=C2CCC(NC2=C(C=C1Cl)Cl)=O (5-hydroxy-6,8-dichloro-3,4-dihydrocarbostyril). As a reaction SMILES: [OH:1][C:2]1[CH:11]=[CH:10]C=[C:8]2[C:3]=1[CH2:4][CH2:5][C:6](=[O:12])[NH:7]2.S(Cl)([Cl:16])(=O)=O.[CH:18]([Cl:21])(Cl)Cl>C(O)(=O)C>[OH:1][C:2]1[C:11]([Cl:16])=[CH:10][C:18]([Cl:21])=[C:8]2[C:3]=1[CH2:4][CH2:5][C:6](=[O:12])[NH:7]2. Procedure details: 24 Grams of 5-hydroxy-3,4-dihydrocarbostyril is suspended in 200 ml of acetic acid and 300 ml of chloroform. This suspension is adjusted to 40° to 50° C., and then 36 ml of sulfuryl chloride is added dropwise thereto under agitation, followed by one-hour agitation at the same temperature. The reaction solution is poured into ice-water and the precipitate is filtered out. This product is recrystallized from methanol to obtain 20 gr of 5-hydroxy-6,8-dichloro-3,4-dihydrocarbostyril in the form of c...